describe an organic reaction: reactants, conditions, products, and yield From a dataset of the Open Reaction Database (ORD), a public repository of structured organic reaction records. The reactants are CCn1c(=O)n(-c2ccc(O[Si](C(C)C)(C(C)C)C(C)C)cc2)c2c1c(C)cc[n+]2[O-], C1CCOC1, CCCC[N+](CCCC)(CCCC)CCCC, [Ca+2], [Cl-], [Cl-], [F-]. Yields the product CCn1c(=O)n(-c2ccc(O)cc2)c2c1c(C)cc[n+]2[O-]. Reaction SMILES: [CH2:19]([CH3:20])[n:21]1[c:22](=[O:49])[n:23](-[c:32]2[cH:33][cH:34][c:35]([O:38][Si:39]([CH:40]([CH3:41])[CH3:42])([CH:43]([CH3:44])[CH3:45])[CH:46]([CH3:47])[CH3:48])[cH:36][cH:37]2)[c:24]2[n+:25]([O-:31])[cH:26][cH:27][c:28]([CH3:30])[c:29]12.[CH2:53]1[O:54][CH2:55][CH2:56][CH2:57]1.[CH3:2][CH2:3][CH2:4][CH2:5][N+:6]([CH2:7][CH2:8][CH2:9][CH3:10])([CH2:11][CH2:12][CH2:13][CH3:14])[CH2:15][CH2:16][CH2:17][CH3:18].[Ca+2:51].[Cl-:50].[Cl-:52].[F-:1]>>[CH2:19]([CH3:20])[n:21]1[c:22](=[O:49])[n:23](-[c:32]2[cH:33][cH:34][c:35]([OH:38])[cH:36][cH:37]2)[c:24]2[n+:25]([O-:31])[cH:26][cH:27][c:28]([CH3:30])[c:29]12. Reactants: C(C1=CC=CC=C1)N(C1=NC=NC2=C1N=C(N=C2N2CCS(CC2)=O)Cl)C (8-(N-benzyl-methylamino)-2-chloro-4-(1-oxido-thiomorpholino)-pyrimido[5,4-d]pyrimidine), OCCN (2-hydroxyethyl-amine). Run in O (water). Product: C(C1=CC=CC=C1)N(C1=NC=NC2=C1N=C(N=C2N2CCS(CC2)=O)NCCO)C (8-(N-Benzyl-methylamino)-2-(2-hydroxyethyl-amino)-4-(1-oxido-thiomorpholino)-pyrimido[5,4-d]pyrimidine). As a reaction SMILES: [CH2:1]([N:8]([CH3:27])[C:9]1[C:14]2[N:15]=[C:16](Cl)[N:17]=[C:18]([N:19]3[CH2:24][CH2:23][S:22](=[O:25])[CH2:21][CH2:20]3)[C:13]=2[N:12]=[CH:11][N:10]=1)[C:2]1[CH:7]=[CH:6][CH:5]=[CH:4][CH:3]=1.[OH:28][CH2:29][CH2:30][NH2:31]>O>[CH2:1]([N:8]([CH3:27])[C:9]1[C:14]2[N:15]=[C:16]([NH:31][CH2:30][CH2:29][OH:28])[N:17]=[C:18]([N:19]3[CH2:24][CH2:23][S:22](=[O:25])[CH2:21][CH2:20]3)[C:13]=2[N:12]=[CH:11][N:10]=1)[C:2]1[CH:7]=[CH:6][CH:5]=[CH:4][CH:3]=1. Procedure details: 8.1 gm (0.02 mol) of 8-(N-benzyl-methylamino)-2-chloro-4-(1-oxido-thiomorpholino)-pyrimido[5,4-d]pyrimidine (melting point: 158°-160° C.) were heated at about 90° C. for one hour with 12.2 gm (0.2 mol) of 2-hydroxyethyl-amine. The mixture thus obtained was taken up in about 250 ml of water, whereby the reaction product separated out as a precipitate which soon solidified. It was filtered off, washed with water and dried at about 60° C. Yield: 8.2 gm (96% of theory). The reactants are C(C)(C)(C)OC(=O)N1[C@@H](CCC1)C(NC1CC1)=O ((S)-2-Cyclopropylcarbamoyl-pyrrolidine-1-carboxylic acid tert-butyl ester), Cl (hydrochloric acid). Run in C1(=CC=CC=C1)C (toluene). Run at time 2 hour. Yields the product Cl.C1(CC1)NC(=O)[C@H]1NCCC1 ((S)-Pyrrolidine-2-carboxylic acid cyclopropylamide hydrochloride). RXN SMILES: C(OC([N:8]1[CH2:12][CH2:11][CH2:10][C@H:9]1[C:13](=[O:18])[NH:14][CH:15]1[CH2:17][CH2:16]1)=O)(C)(C)C.[ClH:19]>C1(C)C=CC=CC=1>[ClH:19].[CH:15]1([NH:14][C:13]([C@@H:9]2[CH2:10][CH2:11][CH2:12][NH:8]2)=[O:18])[CH2:17][CH2:16]1 |f:3.4|. Reported procedure: The crude (S)-2-Cyclopropylcarbamoyl-pyrrolidine-1-carboxylic acid tert-butyl ester from the preceding reaction step was dissolved in 20 ml of saturated ethanolic hydrochloric acid and stirred for 2 h. Then, the reaction mixture was diluted with 200 ml of toluene and the solvents were removed under reduced pressure. The residue was co-distilled additional 3 times with toluene and then, triturated with ether. The obtained crystalline white solid was filtered and dried. Yield: 8.2 g. Reactants: C1CCOC1, CC=CC(CC(=O)O)c1ccc(OCc2ccc(C(C)(C)C)c(-c3cc(OC)ccc3F)c2)cc1, CO, [Li+], [OH-]. The product is C=CC(CC(=O)O)c1ccc(OCc2ccc(C(C)(C)C)c(-c3cc(OC)ccc3F)c2)cc1. RXN SMILES: [CH2:38]1[O:39][CH2:40][CH2:41][CH2:42]1.[CH3:1][C:2]([CH3:3])([CH3:4])[c:5]1[cH:6][cH:7][c:8]([CH2:20][O:21][c:22]2[cH:23][cH:24][c:25]([CH:28]([CH2:29][C:30](=[O:31])[OH:32])[CH:33]=[CH:34][CH3:35])[cH:26][cH:27]2)[cH:9][c:10]1-[c:11]1[c:12]([F:19])[cH:13][cH:14][c:15]([O:17][CH3:18])[cH:16]1.[CH3:43][OH:44].[Li+:37].[OH-:36]>>[CH3:1][C:2]([CH3:3])([CH3:4])[c:5]1[cH:6][cH:7][c:8]([CH2:20][O:21][c:22]2[cH:23][cH:24][c:25]([CH:28]([CH2:29][C:30](=[O:31])[OH:32])[CH:33]=[CH2:34])[cH:26][cH:27]2)[cH:9][c:10]1-[c:11]1[c:12]([F:19])[cH:13][cH:14][c:15]([O:17][CH3:18])[cH:16]1. The product is OC=1C(=C2CCC(OC2=C(C1C)C)(C#N)C)C (6-hydroxy-2,5,7,8-tetramethyl-2-cyanochromane). Reactants: C(C)(=O)OC1=C(C(=C(C=C1C)O)C)C (4-acetoxy-2,3,5-trimethylphenol), B(F)(F)F (BF3), C(C)(=O)OC=1C(=C2CCC(OC2=C(C1C)C)(C#N)C)C (6-acetoxy-2,5,7,8-tetramethyl-2-cyanochromane), CC(C=C)(C#N)O (methyl vinyl ketone cyanohydrin), P(O)(O)(O)=O (phosphoric acid). Procedure: Using the method described in Example 1, last paragraph, 25.0 g (0.129 mole) of 4-acetoxy-2,3,5-trimethylphenol were reacted with 12.3 g (0.129 mole) of methyl vinyl ketone cyanohydrin, stabilized with phosphoric acid, and with 13.3 g (0.129 mole) of BF3. Conventional working up of the reaction mixture gave, according to analysis by gas chromatography, 25% of 6-acetoxy-2,5,7,8-tetramethyl-2-cyanochromane; colorless crystals, melting point 149°-151° C. In addition, 15% of 6-hydroxy-2,5,7,8-tetram... Reaction SMILES: C(OC1C(C)=CC(O)=C(C)C=1C)(=O)C.CC(O)(C#N)C=C.P(=O)(O)(O)O.B(F)(F)F.C([O:34][C:35]1[C:36]([CH3:50])=[C:37]2[C:42](=[C:43]([CH3:46])[C:44]=1[CH3:45])[O:41][C:40]([CH3:49])([C:47]#[N:48])[CH2:39][CH2:38]2)(=O)C>>[OH:34][C:35]1[C:36]([CH3:50])=[C:37]2[C:42](=[C:43]([CH3:46])[C:44]=1[CH3:45])[O:41][C:40]([CH3:49])([C:47]#[N:48])[CH2:39][CH2:38]2. Yield: 15.0%. Starting materials: crude material, [OH-].[K+] (potassium hydroxide), COC1=CC=C(CCl)C=C1 (4-methoxybenzyl chloride), N1=CC=C(C=C1)NC1=NC(=NC2=CC=CC=C12)C1=CC=CC=C1 (4-(4-pyridylamino)-2-phenyl quinazoline). Run in C(C)(=O)OCC (ethyl acetate), CC(=O)C (acetone). Procedure details: 4-(4-pyridylamino)-2-phenyl quinazoline, 1 equivalent, was dissolved in reagent grade acetone, to this was added 5 equivalents of potassium hydroxide and 1.5 equivalents of 4-methoxybenzyl chloride. The mixture was refluxed under nitrogen for 4 hours. After cooling to room temperature the reaction mixture was concentrated and the residue taken up in ethyl acetate and washed with saturated aqueous sodium chloride and dried over anhydrous sodium sulfate and concentrated to give an oil. This crude ... The product is COC1=CC=C(CN(C2=NC(=NC3=CC=CC=C23)C2=CC=CC=C2)C2=CC=NC=C2)C=C1 (4-(4-Methoxybenzyl-4-pyridylamino)-2-phenyl quinazoline). As a reaction SMILES: [N:1]1[CH:6]=[CH:5][C:4]([NH:7][C:8]2[C:17]3[C:12](=[CH:13][CH:14]=[CH:15][CH:16]=3)[N:11]=[C:10]([C:18]3[CH:23]=[CH:22][CH:21]=[CH:20][CH:19]=3)[N:9]=2)=[CH:3][CH:2]=1.[OH-].[K+].[CH3:26][O:27][C:28]1[CH:35]=[CH:34][C:31]([CH2:32]Cl)=[CH:30][CH:29]=1>CC(C)=O.C(OCC)(=O)C>[CH3:26][O:27][C:28]1[CH:35]=[CH:34][C:31]([CH2:32][N:7]([C:4]2[CH:3]=[CH:2][N:1]=[CH:6][CH:5]=2)[C:8]2[C:17]3[C:12](=[CH:13][CH:14]=[CH:15][CH:16]=3)[N:11]=[C:10]([C:18]3[CH:19]=[CH:20][CH:21]=[CH:22][CH:23]=3)[N:9]=2)=[CH:30][CH:29]=1 |f:1.2|. As a reaction SMILES: C(OC([N:11]1[CH2:16][CH2:15][N:14]([C:17]2[N:26]=[C:25]([O:27][CH2:28][C@H:29]([OH:32])[CH2:30][OH:31])[C:24]3[C:19](=[CH:20][CH:21]=[CH:22][CH:23]=3)[N:18]=2)[CH2:13][CH2:12]1)=O)C1C=CC=CC=1>CO.[Pd]>[OH:32][C@H:29]([CH2:30][OH:31])[CH2:28][O:27][C:25]1[C:24]2[C:19](=[CH:20][CH:21]=[CH:22][CH:23]=2)[N:18]=[C:17]([N:14]2[CH2:13][CH2:12][NH:11][CH2:16][CH2:15]2)[N:26]=1. Product: O[C@@H](COC1=NC(=NC2=CC=CC=C12)N1CCNCC1)CO (4-[(2R)-(2,3-dihydroxypropan-1-yl)oxy]-2-(1-piperazinyl)quinazoline). Solvent: CO (methanol). Conditions: time 8 hour. The yield is 34.8%. Starting materials: C(C1=CC=CC=C1)OC(=O)N1CCN(CC1)C1=NC2=CC=CC=C2C(=N1)OC[C@@H](CO)O (2-[4-(Benzyloxycarbonyl)piperazin-1-yl]-4-[(2R)-(2,3-dihydroxypropan-1-yl)oxy]quinazoline). Reagents/catalysts: [Pd] (palladium/carbon). Procedure details: 2-[4-(Benzyloxycarbonyl)piperazin-1-yl]-4-[(2R)-(2,3-dihydroxypropan-1-yl)oxy]quinazoline (5.8 g) is dissolved in methanol (50 ml), and thereto is added 10% palladium/carbon (0.6 g), and the mixture is stirred under hydrogen atmosphere and under atmospheric pressure at room temperature overnight. The reaction mixture is filtered, and the filtrate is evaporated to dryness under reduced pressure, and the residue is recrystallized from methanol to give 4-[(2R)-(2,3-dihydroxypropan-1-yl)oxy]-2-(1-pi...